From a dataset of the Open Reaction Database (ORD), a public repository of structured organic reaction records. describe an organic reaction: reactants, conditions, products, and yield The reactants are ice water, [OH-].[NH4+] (ammonium hydroxide), CC1OC(OC(O1)C)C (Paraldehyde), [I-].[PH4+] (phosphonium iodide), CC=1NC=C(C1C(=O)OCC)C (2,4-Dimethyl-3-carbethoxy-pyrrole). Run in I (hydriodic acid), C(C)(=O)OC(C)=O (acetic anhydride), [PH2](=O)O (hypophosphorous acid). Run at time 5 minute. Product: CC=1NC(=C(C1C(=O)OCC)C)CC (2,4-Dimethyl-5-ethyl-3-carbethoxy-pyrrole). Isolated yield 53.0%. RXN SMILES: [CH3:1][C:2]1[NH:3][CH:4]=[C:5]([CH3:12])[C:6]=1[C:7]([O:9][CH2:10][CH3:11])=[O:8].[CH3:13][CH:14]1OC(C)OC(C)O1.[I-].[PH4+].[OH-].[NH4+]>I.C(OC(=O)C)(=O)C.[PH2](O)=O>[CH3:1][C:2]1[NH:3][C:4]([CH2:13][CH3:14])=[C:5]([CH3:12])[C:6]=1[C:7]([O:9][CH2:10][CH3:11])=[O:8] |f:2.3,4.5|. Procedure: 2,4-Dimethyl-3-carbethoxy-pyrrole (0.668 g) was dissolved in a mixture of hydriodic acid (10 ml), acetic anhydride (10 ml) and hypophosphorous acid (2 ml). Paraldehyde (0.75 ml) was added. The solution was stirred 5 min., decolorized with phosphonium iodide, and poured into ice water. The cooled mixture was brought to pH 8 with ammonium hydroxide. The product was filtered off and distilled (90°-100°, 5 × 10-4 mm), giving colourless crystals (53%), m.p. 108°-109° after changing to prisms at 105°.... The reactants are C(C)(C)(C)OC(CCNC(NC=1C=C(C(=O)NCCC(=O)OCC)C=CC1)=O)N=C=O (ethyl 3-(3-(3-(3-tert-butyloxy-carbonylaminopropyl)ureido)benzoylamino)propionate), [OH-].[Na+] (NaOH). Solvent: C(C)O (ethanol). Conditions: time 25 hour. Yields the product C(C)(C)(C)OC(=O)NCCCNC(NC=1C=C(C(=O)NCCC(=O)O)C=CC1)=O (3-(3-(3-(3-tert-Butyloxycarbonylaminopropyl)ureido)benzoylamino)propionicacid). Reaction SMILES: C(O[CH:6]([N:29]=[C:30]=[O:31])[CH2:7][CH2:8][NH:9][C:10](=[O:28])[NH:11][C:12]1[CH:13]=[C:14]([CH:25]=[CH:26][CH:27]=1)[C:15]([NH:17][CH2:18][CH2:19][C:20]([O:22]CC)=[O:21])=[O:16])(C)(C)C.[OH-:32].[Na+]>C(O)C>[C:14]([O:32][C:30]([NH:29][CH2:6][CH2:7][CH2:8][NH:9][C:10](=[O:28])[NH:11][C:12]1[CH:13]=[C:14]([CH:25]=[CH:26][CH:27]=1)[C:15]([NH:17][CH2:18][CH2:19][C:20]([OH:22])=[O:21])=[O:16])=[O:31])([CH3:25])([CH3:15])[CH3:13] |f:1.2|. Procedure details: 0.61 g (1.33 mmol) of ethyl 3-(3-(3-(3-tert-butyloxy-carbonylaminopropyl)ureido)benzoylamino)propionate is dissolved in 50 ml of ethanol and treated with 0.73 ml of 2N NaOH. After 25 h at room temperature, the solvent is removed in vacuo and the residue is treated with 20 ml of water and 20 ml of ethyl acetate and acidified with citric acid. The phases are separated and the aqueous phase is extracted a further two times with 20 ml of ethyl acetate each time. After drying (MgSO4), the solvent is ... Starting materials: S(=O)(=O)([O-])OOS(=O)(=O)[O-].[K+].[K+] (potassium persulfate), azoisobutyronitrile, C(=C)N1C(CCC1)=O (N-vinylpyrrolidinone), C(=C)N1C=NC=C1 (N-vinylimidazole). The solvent is O (water). Run at temperature 60 celsius, time 30 minute. Yields the product C(=C)N1C=NC=C1.C(=C)N1C(CCC1)=O (NVI VP). As a reaction SMILES: S(OOS([O-])(=O)=O)([O-])(=O)=O.[K+].[K+].[CH:13]([N:15]1[CH2:19][CH2:18][CH2:17][C:16]1=[O:20])=[CH2:14].[CH:21]([N:23]1[CH:27]=[CH:26][N:25]=[CH:24]1)=[CH2:22]>O>[CH:21]([N:23]1[CH:27]=[CH:26][N:25]=[CH:24]1)=[CH2:22].[CH:13]([N:15]1[CH2:19][CH2:18][CH2:17][C:16]1=[O:20])=[CH2:14] |f:0.1.2,6.7|. Procedure: P(NVI-VP) was prepared by charging 1.4 gm of potassium persulfate and 450 ml of water into a 1 liter 3-neck round bottom flask equipped with an addition funnel, mechanical stirrer, condenser, thermometer, and nitrogen purge. The solution was stirred for 30 minutes while being purged with nitrogen and thereafter heated to 60° C. A mixture of 55 gms (0.5 mols) of N-vinylpyrrolidinone (VP) and 47 gms (0.5 mols) of N-vinylimidazole (NVI) was added over 1.25 hours. The reaction temperature was increa...